Dataset: the Open Reaction Database (ORD), a public repository of structured organic reaction records. Task: describe an organic reaction: reactants, conditions, products, and yield Reactants: C1(CCCCC1)C(=O)C1=CC=C(C=C1)O (4-hydroxyphenyl cyclohexyl ketone), C([O-])([O-])=O.[K+].[K+] (potassium carbonate), Cl.ClCC1=NC2=CC=CC=C2C=C1 (2-chloromethylquinoline hydrochloride). Run in CN(C=O)C (dimethylformamide). Reaction conditions: temperature 100 celsius, time 7 hour. Product: C1(CCCCC1)C(=O)C1=CC=C(C=C1)OCC1=NC2=CC=CC=C2C=C1 (4-(Quinolin-2-yl-methoxy)phenyl cyclohexyl ketone). RXN SMILES: [CH:1]1([C:7]([C:9]2[CH:14]=[CH:13][C:12]([OH:15])=[CH:11][CH:10]=2)=[O:8])[CH2:6][CH2:5][CH2:4][CH2:3][CH2:2]1.C(=O)([O-])[O-].[K+].[K+].Cl.Cl[CH2:24][C:25]1[CH:34]=[CH:33][C:32]2[C:27](=[CH:28][CH:29]=[CH:30][CH:31]=2)[N:26]=1>CN(C)C=O>[CH:1]1([C:7]([C:9]2[CH:14]=[CH:13][C:12]([O:15][CH2:24][C:25]3[CH:34]=[CH:33][C:32]4[C:27](=[CH:28][CH:29]=[CH:30][CH:31]=4)[N:26]=3)=[CH:11][CH:10]=2)=[O:8])[CH2:2][CH2:3][CH2:4][CH2:5][CH2:6]1 |f:1.2.3,4.5|. Reported procedure: 7.85 g (38.4 mmol) of 4-hydroxyphenyl cyclohexyl ketone are heated under reflux for 2 h after addition of 12 g (86.8 mmol) of potassium carbonate and 200 ml of dimethylformamide. 8.54 g (39.9 mmol) of 2-chloromethylquinoline hydrochloride are then added at room temperature. The reaction mixture is stirred at 100° C. for 7 h and subsequently concentrated in vacuo. The residue is taken up in dichloromethane, and the organic phase is washed with water, dried over sodium sulphate and concentrated in... Yields the product C1(CC1)C(=O)C=1C(=C2C(=NC1C)SC1=C2CCC1)C=1OC=CC1 (cyclopropyl-(4-furan-2-yl-2-methyl-6,7-dihydro-5H-cyclopenta[4,5]thieno[2,3-b]pyridin-3-yl)-methanone). Reagents/catalysts: S(O)(O)(=O)=O (sulfuric acid). Reported procedure: To a stirred solution of 60 mg (0.26 mmol) (2-amino-5,6-dihydro-4H-cyclopenta [b]thiophen-3-yl)-furan-2-yl-methanone (the preparation of which is described in example 18) in 2 ml acetic acid was added 43 mg (0.34 mmol) of 1-cyclopropyl-butane-1,3-dione and one drop of sulfuric acid. The mixture was then stirred at 100° C. for 10 minutes in a microwave and then concentrated in vacuo. Preparative HPLC (30% CH3CN/H20) afforded 17 mg (21%) cyclopropyl-(4-furan-2-yl-2-methyl-6,7-dihydro-5H-cyclopenta... Solvent: C(C)(=O)O (acetic acid). Reactants: NC1=C(C2=C(S1)CCC2)C(=O)C=2OC=CC2 ((2-amino-5,6-dihydro-4H-cyclopenta [b]thiophen-3-yl)-furan-2-yl-methanone), C1(CC1)C(CC(C)=O)=O (1-cyclopropyl-butane-1,3-dione). Conditions: temperature 100 celsius, time 10 minute. The yield is 20.2%. RXN SMILES: [NH2:1][C:2]1[S:6][C:5]2[CH2:7][CH2:8][CH2:9][C:4]=2[C:3]=1[C:10]([C:12]1[O:13][CH:14]=[CH:15][CH:16]=1)=O.[CH:17]1([C:20](=[O:25])[CH2:21][C:22](=O)[CH3:23])[CH2:19][CH2:18]1>C(O)(=O)C.S(=O)(=O)(O)O>[CH:17]1([C:20]([C:21]2[C:10]([C:12]3[O:13][CH:14]=[CH:15][CH:16]=3)=[C:3]3[C:4]4[CH2:9][CH2:8][CH2:7][C:5]=4[S:6][C:2]3=[N:1][C:22]=2[CH3:23])=[O:25])[CH2:19][CH2:18]1. Reactants: CC(S(=O)C)SC(C)S(=O)C (methylmethylsulfinylmethyl sulfide), C(C1=CC=CC=C1)Br (benzyl bromide). The product is [Br-].CS(=O)C[SH+]CCC1=CC=CC=C1 (methylsulfinylmethylbenzylmethyl sulfonium bromide). Isolated yield 26.0%. RXN SMILES: C[CH:2]([S:6][CH:7](S(C)=O)[CH3:8])[S:3]([CH3:5])=[O:4].C([Br:19])[C:13]1[CH:18]=[CH:17][CH:16]=[CH:15][CH:14]=1>>[Br-:19].[CH3:5][S:3]([CH2:2][SH+:6][CH2:7][CH2:8][C:13]1[CH:18]=[CH:17][CH:16]=[CH:15][CH:14]=1)=[O:4] |f:2.3|. Reported procedure: 6.21 g of methylmethylsulfinylmethyl sulfide and 17.10 g of benzyl bromide were mixed, and were then allowed to stand in reaction at 50° C. for five months. The compound obtained was washed with ether, dried at 40° C. under reduced pressure, affording a precursor, methylsulfinylmethylbenzylmethyl sulfonium bromide. Yield: 26%.